From a dataset of the Open Reaction Database (ORD), a public repository of structured organic reaction records. describe an organic reaction: reactants, conditions, products, and yield Starting materials: II (Iodine), C(C)(=O)[O-].[Tl+] (thallium(I) acetate), CN(C=1C=C(C=CC1)O)C (3-dimethylaminophenol). Run in C(Cl)Cl (methylene chloride), C(Cl)Cl (methylene chloride). Reaction conditions: time 24 hour. Yields the product CN(C=1C=CC(=C(C1)O)I)C (5-dimethylamino-2-iodophenol). The yield is 35.7%. Reaction SMILES: [I:1]I.C([O-])(=O)C.[Tl+].[CH3:8][N:9]([CH3:17])[C:10]1[CH:11]=[C:12]([OH:16])[CH:13]=[CH:14][CH:15]=1>C(Cl)Cl>[CH3:8][N:9]([CH3:17])[C:10]1[CH:15]=[CH:14][C:13]([I:1])=[C:12]([OH:16])[CH:11]=1 |f:1.2|. Procedure: Iodine (6.35 g, 25 mmol) in methylene chloride (300 mL) was added dropwise over 3 h to a stirred suspension of thallium(I) acetate (7.90 g, 30 mmol) and 3-dimethylaminophenol (3.43 g, 25 mmol) in methylene chloride (300 mL). The resulting mixture was stirred at room temperature for 24 h and filtered. Evaporation of the solvents and chromatography of the residue over silica gel using 0-5% diethyl ether in hexanes gave 5-dimethylamino-2-iodophenol (2.35 g, 36%). Reactants: C1(CCCC1)CNC(=O)CC1=CC=C2C(=CN(C2=C1)CC1=C(C=C(C(=O)O)C=C1)OC)CCC(=O)OC (4-[6-(cyclopentylmethylcarbamoyl)methyl-3-(2-methoxycarbonylethyl)indol-1-ylmethyl]-3-methoxybenzoic acid), N1CCOCC1 (morpholine), Cl (hydrochloric acid). Reagents/catalysts: CN(C1=CC=NC=C1)C (4-dimethylaminopyridine). Solvent: O (water). The product is C1(CCCC1)CNC(=O)CC1=CC=C2C(=CN(C2=C1)CC1=C(C=C(C(=O)O)C=C1)OC)CCC(=O)N1CCOCC1 (4-[6-(cyclopentylmethylcarbamoyl)methyl-3-(2-morpholinocarbonylethyl)indol-1-ylmethyl]-3-methoxybenzoic acid). The yield is 75.0%. Reaction SMILES: [CH:1]1([CH2:6][NH:7][C:8]([CH2:10][C:11]2[CH:19]=[C:18]3[C:14]([C:15]([CH2:32][CH2:33][C:34](OC)=[O:35])=[CH:16][N:17]3[CH2:20][C:21]3[CH:29]=[CH:28][C:24]([C:25]([OH:27])=[O:26])=[CH:23][C:22]=3[O:30][CH3:31])=[CH:13][CH:12]=2)=[O:9])[CH2:5][CH2:4][CH2:3][CH2:2]1.Cl.[NH:39]1[CH2:44][CH2:43][O:42][CH2:41][CH2:40]1>CN(C)C1C=CN=CC=1.O>[CH:1]1([CH2:6][NH:7][C:8]([CH2:10][C:11]2[CH:19]=[C:18]3[C:14]([C:15]([CH2:32][CH2:33][C:34]([N:39]4[CH2:44][CH2:43][O:42][CH2:41][CH2:40]4)=[O:35])=[CH:16][N:17]3[CH2:20][C:21]3[CH:29]=[CH:28][C:24]([C:25]([OH:27])=[O:26])=[CH:23][C:22]=3[O:30][CH3:31])=[CH:13][CH:12]=2)=[O:9])[CH2:2][CH2:3][CH2:4][CH2:5]1. Reported procedure: A solution of 4-[6-(cyclopentylmethylcarbamoyl)methyl-3-(2-methoxycarbonylethyl)indol-1-ylmethyl]-3-methoxybenzoic acid (0.40 g) and 4-dimethylaminopyridine (0.10 g) in morpholine (3 ml) was heated at 80° for 52 hr. The reaction was diluted with water and acidified to pH 1 with 10% (v/v) hydrochloric acid to form a precipitate which was collected by filtration to give 4-[6-(cyclopentylmethylcarbamoyl)methyl-3-(2-morpholinocarbonylethyl)indol-1-ylmethyl]-3-methoxybenzoic acid (0.34 g, 75%) as an ...